Task: describe an organic reaction: reactants, conditions, products, and yield. Dataset: the Open Reaction Database (ORD), a public repository of structured organic reaction records Run at time 2 hour. RXN SMILES: Cl.[CH3:2][O:3][C@@H:4]1[CH2:8][CH2:7][N:6]([C@@H:9]([CH3:31])[CH2:10][O:11]C(C2C=CC=CC=2)(C2C=CC=CC=2)C2C=CC=CC=2)[CH2:5]1>C(Cl)Cl>[CH3:2][O:3][C@@H:4]1[CH2:8][CH2:7][N:6]([C@@H:9]([CH3:31])[CH2:10][OH:11])[CH2:5]1. The yield is 44.9%. Run in C(Cl)Cl (DCM), C(Cl)Cl (DCM). Procedure: Hydrogen chloride (2N in Et2O, 1.1 mL, 2.2 mmol) was added to a solution of (R)-3-methoxy-1-((S)-1-(trityloxy)propan-2-yl)pyrrolidine (420 mg, 1.05 mmol) in DCM (5 mL). The reaction mixture was stirred at room temperature for 2 h, diluted with DCM (20 mL), and washed with 2×20 mL saturated aqueous K2CO3. The aqueous layer was back extracted with DCM (10 mL). The combined organic layer was dried over Na2SO4, filtered, and concentrated under reduced pressure to yield (S)-2-((R)-3-methoxypyrrolidin... The reactants are Cl (Hydrogen chloride), CO[C@H]1CN(CC1)[C@H](COC(C1=CC=CC=C1)(C1=CC=CC=C1)C1=CC=CC=C1)C ((R)-3-methoxy-1-((S)-1-(trityloxy)propan-2-yl)pyrrolidine). Product: CO[C@H]1CN(CC1)[C@H](CO)C ((S)-2-((R)-3-methoxypyrrolidin-1-yl)propan-1-ol). Reactants: CCO, Cl, CCCc1ccc(OCC(C)OC2CCCCO2)c2c(=O)cc(C(=O)O)oc12, O. Yields the product CCCc1ccc(OCC(C)O)c2c(=O)cc(C(=O)O)oc12. RXN SMILES: [CH3:29][CH2:30][OH:31].[ClH:33].[O:1]1[CH2:2][CH2:3][CH2:4][CH2:5][CH:6]1[O:7][CH:8]([CH2:9][O:10][c:11]1[cH:12][cH:13][c:14]([CH2:25][CH2:26][CH3:27])[c:15]2[c:16]1[c:17](=[O:24])[cH:18][c:19]([C:21](=[O:22])[OH:23])[o:20]2)[CH3:28].[OH2:32]>>[OH:7][CH:8]([CH2:9][O:10][c:11]1[cH:12][cH:13][c:14]([CH2:25][CH2:26][CH3:27])[c:15]2[c:16]1[c:17](=[O:24])[cH:18][c:19]([C:21](=[O:22])[OH:23])[o:20]2)[CH3:28]. Starting materials: NC=1C=CC2=C(C(OC(N2C)=O)(CC)CC)C1 (6-amino-4,4-diethyl-1-methyl-1,4-dihydro-2H-3,1-benzoxazin-2-one), C(C)(=O)C=1C=C(C=CC1F)B(O)O (3-acetyl-4-fluorophenylboronic acid). Product: C(C)(=O)C=1C=C(C=CC1F)NC=1C=CC2=C(C(OC(N2C)=O)(CC)CC)C1 (6-[(3-acetyl-4-fluorophenyl)amino]-4,4-diethyl-1-methyl-1,4-dihydro-2H-3,1-benzoxazin-2-one). RXN SMILES: [NH2:1][C:2]1[CH:3]=[CH:4][C:5]2[N:10]([CH3:11])[C:9](=[O:12])[O:8][C:7]([CH2:15][CH3:16])([CH2:13][CH3:14])[C:6]=2[CH:17]=1.[C:18]([C:21]1[CH:22]=[C:23](B(O)O)[CH:24]=[CH:25][C:26]=1[F:27])(=[O:20])[CH3:19]>>[C:18]([C:21]1[CH:22]=[C:23]([NH:1][C:2]2[CH:3]=[CH:4][C:5]3[N:10]([CH3:11])[C:9](=[O:12])[O:8][C:7]([CH2:15][CH3:16])([CH2:13][CH3:14])[C:6]=3[CH:17]=2)[CH:24]=[CH:25][C:26]=1[F:27])(=[O:20])[CH3:19]. Reported procedure: Prepared from 6-amino-4,4-diethyl-1-methyl-1,4-dihydro-2H-3,1-benzoxazin-2-one and 3-acetyl-4-fluorophenylboronic acid according to the coupling procedure described in example 1. MS (ESI) m/z 371 ([M+H]+); MS (ESI) m/z 369 ([M−H]−); High Resolution Mass Spectrometry (HRMS): calcd for C21H23FN2O3, 370.1693; found (ESI+), 371.17619; Anal. calcd for C21H23FN2O3: C, 68.09; H, 6.26; N, 7.56. Found: C, 67.36; H, 6.45; N, 7.65.